describe an organic reaction: reactants, conditions, products, and yield From a dataset of the Open Reaction Database (ORD), a public repository of structured organic reaction records. Starting materials: C(=O)=O.CC(=O)C (cardice acetone), NC(CN(C(C1=CC(=CC=C1)N1N=CC2=C(C=C(C=C12)C)NCC(CC(C)(C)C1=C(C=CC(=C1)F)OC)(C(F)(F)F)O)=O)C)=O (N-(2-Amino-2-oxoethyl)-3-(4-{[4-[5-fluoro-2-(methyloxy)phenyl]-2-hydroxy-4-methyl-2-(trifluoromethyl)pentyl]amino}-6-methyl-1H-indazol-1-yl)-N-methylbenzamide), B(Br)(Br)Br (Boron tribromide). Run in ClCCl (dichloromethane). Conditions: time 6 hour. The product is NC(CN(C(C1=CC(=CC=C1)N1N=CC2=C(C=C(C=C12)C)NCC(CC(C)(C)C1=C(C=CC(=C1)F)O)(C(F)(F)F)O)=O)C)=O (N-(2-Amino-2-oxoethyl)-3-(4-{[4-(5-fluoro-2-hydroxyphenyl)-2-hydroxy-4-methyl-2-(trifluoromethyl)pentyl]amino}-6-methyl-1H-indazol-1-yl)-N-methylbenzamide). Yield: 31.9%. As a reaction SMILES: [NH2:1][C:2](=[O:45])[CH2:3][N:4]([CH3:44])[C:5](=[O:43])[C:6]1[CH:11]=[CH:10][CH:9]=[C:8]([N:12]2[C:20]3[C:15](=[C:16]([NH:22][CH2:23][C:24]([OH:42])([C:38]([F:41])([F:40])[F:39])[CH2:25][C:26]([C:29]4[CH:34]=[C:33]([F:35])[CH:32]=[CH:31][C:30]=4[O:36]C)([CH3:28])[CH3:27])[CH:17]=[C:18]([CH3:21])[CH:19]=3)[CH:14]=[N:13]2)[CH:7]=1.C(=O)=O.CC(C)=O.B(Br)(Br)Br>ClCCl>[NH2:1][C:2](=[O:45])[CH2:3][N:4]([CH3:44])[C:5](=[O:43])[C:6]1[CH:11]=[CH:10][CH:9]=[C:8]([N:12]2[C:20]3[C:15](=[C:16]([NH:22][CH2:23][C:24]([OH:42])([C:38]([F:39])([F:40])[F:41])[CH2:25][C:26]([C:29]4[CH:34]=[C:33]([F:35])[CH:32]=[CH:31][C:30]=4[OH:36])([CH3:28])[CH3:27])[CH:17]=[C:18]([CH3:21])[CH:19]=3)[CH:14]=[N:13]2)[CH:7]=1 |f:1.2|. Procedure: N-(2-Amino-2-oxoethyl)-3-(4-{[4-[5-fluoro-2-(methyloxy)phenyl]-2-hydroxy-4-methyl-2-(trifluoromethyl)pentyl]amino}-6-methyl-1H-indazol-1-yl)-N-methylbenzamide (55.1 mg, 0.0875 mmol) was dissolved in anhydrous dichloromethane (0.2 mL) and cooled to −78° C. (cardice/acetone bath) under nitrogen. Boron tribromide (1.0M in dichloromethane) (0.435 mL, 0.435 mmol) was then added portionwise and after 5 minutes the mixture was allowed to warm to room temperature. The reaction was stirred at room temper... The solvent is CO (methanol). Reaction conditions: temperature 5 celsius. Product: NN1C(NN=C(C1)C)=O (4-amino-6-methyl-3-oxo-2,3,4,5-tetrahydro- 1,2,4-triazine). RXN SMILES: C([NH:4][N:5]1[CH2:10][C:9]([CH3:11])=[N:8][NH:7][C:6]1=[O:12])(=O)C.Cl.O.[OH-].[Na+]>CO>[NH2:4][N:5]1[CH2:10][C:9]([CH3:11])=[N:8][NH:7][C:6]1=[O:12] |f:3.4|. Procedure: 85 g of 4-acetylamino-6-methyl-3-oxo-2,3,4,5-tetrahydro-1,2,4-triazine in 250 ml of methanol are stirred together with 63 ml of hydrochloric acid (37%) for 4 hours at 50° C. After cooling to 5° C., 250 ml of icecold water and 125 ml of sodium hydroxide solution (50%) are added. The solvent is removed by evaporation in vacuo. The residue is taken up in 100 ml of ethanol, and the solvent is removed again in vacuo. The residue is taken up in 1200 ml of acetonitrile, undissolved salt precipitates ar... The reactants are C(C)(=O)NN1C(NN=C(C1)C)=O (4-acetylamino-6-methyl-3-oxo-2,3,4,5-tetrahydro-1,2,4-triazine), Cl (hydrochloric acid), O (water), [OH-].[Na+] (sodium hydroxide). Reactants: O.N (ammonia water), NC1=CC=C(C=C1)NC(\C=C/C(=O)O)=O ((2Z)-4-[(4-aminophenyl)amino]-4-oxo-2-butenoic acid). The solvent is O (water), O (water). Conditions: temperature 50 celsius, time 1 hour. The product is O.NC1=CC=C(C=C1)NC(\C=C/C(=O)[O-])=O.[NH4+] (ammonium (2Z)-4-[(4-aminophenyl)amino]-4-oxo-2-butenoate mono-hydrate). Yield: 79.0%. RXN SMILES: [NH2:1][C:2]1[CH:7]=[CH:6][C:5]([NH:8][C:9](=[O:15])/[CH:10]=[CH:11]\[C:12]([OH:14])=[O:13])=[CH:4][CH:3]=1.O.[NH3:17]>O>[OH2:13].[NH2:1][C:2]1[CH:3]=[CH:4][C:5]([NH:8][C:9](=[O:15])/[CH:10]=[CH:11]\[C:12]([O-:14])=[O:13])=[CH:6][CH:7]=1.[NH4+:17] |f:1.2,4.5.6|. Procedure details: Under a nitrogen atmosphere, into a reaction vessel were charged 12.1 g (58.7 mmol) of (2Z)-4-[(4-aminophenyl)amino]-4-oxo-2-butenoic acid and 50 ml of water. A solution prepared by dissolving 12 ml of 25% ammonia water in 12 ml of water was dropped into this under cooling with ice over a period of 15 minutes. After completion of dropping, the solvent was distilled off under reduced pressure to obtain a residue to which 100 ml of tetrahydrofuran was added, and the mixture was stirred at 50° C. f... Starting materials: CCO, I, Nc1ccc2c(ccn2-c2ccc(N)nc2)c1, CSC(=N)c1cccs1. Product: N=C(Nc1ccc2c(ccn2-c2ccc(N)nc2)c1)c1cccs1. RXN SMILES: [CH3:28][CH2:29][OH:30].[IH:18].[NH2:1][c:2]1[cH:3][cH:4][c:5](-[n:8]2[cH:9][cH:10][c:11]3[cH:12][c:13]([NH2:17])[cH:14][cH:15][c:16]23)[cH:6][n:7]1.[s:19]1[c:20]([C:24](=[NH:25])[S:26][CH3:27])[cH:21][cH:22][cH:23]1>>[NH2:1][c:2]1[cH:3][cH:4][c:5](-[n:8]2[cH:9][cH:10][c:11]3[cH:12][c:13]([NH:17][C:24]([c:20]4[s:19][cH:23][cH:22][cH:21]4)=[NH:25])[cH:14][cH:15][c:16]23)[cH:6][n:7]1.